Dataset: the Open Reaction Database (ORD), a public repository of structured organic reaction records. Task: describe an organic reaction: reactants, conditions, products, and yield Starting materials: Cc1[nH]c2cnn(C)c(=O)c2c1C, O=C(c1ccc(CBr)cc1)c1ccc(Cl)cc1Cl, CN(C)C=O, O. RXN SMILES: [CH3:1][c:2]1[c:3]([CH3:13])[c:4]2[c:5]([cH:6][n:7][n:8]([CH3:11])[c:9]2=[O:10])[nH:12]1.[Cl:14][c:15]1[c:16]([C:17](=[O:18])[c:19]2[cH:20][cH:21][c:22]([CH2:23][Br:24])[cH:25][cH:26]2)[cH:27][cH:28][c:29]([Cl:31])[cH:30]1.[O:33]=[CH:34][N:35]([CH3:36])[CH3:37].[OH2:32]>>[CH3:1][c:2]1[c:3]([CH3:13])[c:4]2[c:5]([cH:6][n:7][n:8]([CH3:11])[c:9]2=[O:10])[n:12]1[CH2:23][c:22]1[cH:21][cH:20][c:19]([C:17]([c:16]2[c:15]([Cl:14])[cH:30][c:29]([Cl:31])[cH:28][cH:27]2)=[O:18])[cH:26][cH:25]1. Product: Cc1c(C)n(Cc2ccc(C(=O)c3ccc(Cl)cc3Cl)cc2)c2cnn(C)c(=O)c12.